Task: describe an organic reaction: reactants, conditions, products, and yield. Dataset: the Open Reaction Database (ORD), a public repository of structured organic reaction records The reactants are BrC=1C(=NC=C(N1)Br)N (3,5-dibromopyrazin-2-ylamine), C1(=CC=CC=C1)[C@H](C)N ((S)-(−)-1-phenylethylamine). Solvent: O1CCOCC1 (dioxane). Run at temperature 100 celsius, time 20 hour. Yields the product BrC=1N=C(C(=NC1)N)NC(C)C1=CC=CC=C1 (5-bromo-N3-(1-phenylethyl)pyrazine-2,3-diamine). Reaction SMILES: Br[C:2]1[C:3]([NH2:9])=[N:4][CH:5]=[C:6]([Br:8])[N:7]=1.[C:10]1([C@@H:16]([NH2:18])[CH3:17])[CH:15]=[CH:14][CH:13]=[CH:12][CH:11]=1>O1CCOCC1>[Br:8][C:6]1[N:7]=[C:2]([NH:18][CH:16]([C:10]2[CH:15]=[CH:14][CH:13]=[CH:12][CH:11]=2)[CH3:17])[C:3]([NH2:9])=[N:4][CH:5]=1. Procedure: To a solution of 3,5-dibromopyrazin-2-ylamine (1.0 g; 3.95 mmol) in anhydrous dioxane (10 mL) was added (S)-(−)-1-phenylethylamine (0.51 mL; 3.95 mmol) at room temperature. The solution was heated to 100° C. and stirred for 20 h. After concentration under reduced pressure, the resultant residue was purified by flash chromatography [silica gel, hexanes/ethyl acetate (2:1)] to afford 5-bromo-N3-(1-phenylethyl)pyrazine-2,3-diamine as a brown solid (0.69 g; 60%). 1H NMR (300 MHz, DMSO): δ 7.37-7.29 ... Starting materials: CCN=C=NCCCN(C)C, CC#N, CCN(C(C)C)C(C)C, Cl, O=C(O)c1ccc([N+](=O)[O-])c(F)c1, [Na+], O, On1nnc2ccccc21, O=C([O-])O, NCc1cccnc1. Yields the product O=C(NCc1cccnc1)c1ccc([N+](=O)[O-])c(F)c1. RXN SMILES: [CH3:32][N:33]([CH3:34])[CH2:35][CH2:36][CH2:37][N:38]=[C:39]=[N:40][CH2:41][CH3:42].[CH3:59][C:60]#[N:61].[CH:22]([N:23]([CH2:24][CH3:25])[CH:26]([CH3:27])[CH3:28])([CH3:29])[CH3:30].[ClH:31].[F:1][c:2]1[cH:3][c:4]([C:5](=[O:6])[OH:7])[cH:8][cH:9][c:10]1[N+:11](=[O:12])[O-:13].[Na+:54].[OH2:43].[OH:44][n:45]1[c:46]2[cH:47][cH:48][cH:49][cH:50][c:51]2[n:52][n:53]1.[OH:55][C:56](=[O:57])[O-:58].[n:14]1[cH:15][c:16]([CH2:20][NH2:21])[cH:17][cH:18][cH:19]1>>[F:1][c:2]1[cH:3][c:4]([C:5](=[O:7])[NH:21][CH2:20][c:16]2[cH:15][n:14][cH:19][cH:18][cH:17]2)[cH:8][cH:9][c:10]1[N+:11](=[O:12])[O-:13]. The reactants are N[C@H](C(=O)O)[C@@H](C(C)(C)C)O ((2S*,3R*)-2-amino-3-hydroxy-4,4-dimethyl-pentanoic acid), C(=O)(O)[O-].[Na+] (NaHCO3), C(OC1=NC=CC(=C1C)C1=CC=C(C=C1)C1=CC=CC=C1)([O-])=O ((4-phenylphenyl)-methyl-2-pyridyl carbonate), C1(=CC=CC=C1)C1=CC=C(C=C1)C1=C(C(N(C=C1)C(=O)[O-])=O)C ((4-phenylphenyl)-methyl-2-oxopyridine-1-carboxylate). Solvent: O (H2O), C1CCOC1 (THF). Conditions: time 15 hour. The product is O[C@@H]([C@@H](C(=O)O)N(C(=O)OC)C1=CC=C(C=C1)C1=CC=CC=C1)C(C)(C)C ((2S*,3R*)-3-hydroxy-4,4-dimethyl-2-[(4-phenyl-phenyl)-methoxy-carbonylamino]-pentanoic acid). Yield: 21.0%. As a reaction SMILES: [NH2:1][C@@H:2]([C@H:6]([OH:11])[C:7]([CH3:10])([CH3:9])[CH3:8])[C:3]([OH:5])=[O:4].C([O-])(O)=O.[Na+].[C:17](=O)([O-:38])[O:18][C:19]1C(C)=C(C2C=CC(C3C=CC=CC=3)=CC=2)C=CN=1.[C:40]1([C:46]2[CH:51]=[CH:50][C:49](C3C=CN(C([O-])=O)C(=O)C=3C)=[CH:48][CH:47]=2)[CH:45]=[CH:44][CH:43]=[CH:42][CH:41]=1>O.C1COCC1>[OH:11][C@H:6]([C:7]([CH3:8])([CH3:10])[CH3:9])[C@H:2]([N:1]([C:49]1[CH:48]=[CH:47][C:46]([C:40]2[CH:41]=[CH:42][CH:43]=[CH:44][CH:45]=2)=[CH:51][CH:50]=1)[C:17]([O:18][CH3:19])=[O:38])[C:3]([OH:5])=[O:4] |f:1.2|. Procedure details: To a stirred mixture of (2S*,3R*)-2-amino-3-hydroxy-4,4-dimethyl-pentanoic acid (0.353 g, 2.19 mmol) and NaHCO3 (0.184 g, 0.84 mmol) in H2O (15 mL), at rt, the isomeric mixture containing (4-phenylphenyl)-methyl-2-pyridyl carbonate and (4-phenylphenyl)-methyl-2-oxopyridine-1-carboxylate (0.815 g, 2.2 mmol) [prepared as for example 17, step 1] in THF (15 mL) was added. After 15 h at rt, the crude mixture was rotary evaporated to remove the organics and subsequently extracted with Et2O (3×20 mL). ...